This data is from the Open Reaction Database (ORD), a public repository of structured organic reaction records. The task is: describe an organic reaction: reactants, conditions, products, and yield The reactants are BrC1=C(C=C(C=C1)F)O (2-Bromo-5-fluoro-phenol), 4a, IC(C)C (2-iodo-propane), 4b, C(=O)([O-])[O-].[K+].[K+] (K2CO3). The solvent is CN(C)C=O (DMF). Conditions: temperature 80 celsius, time 8 hour. The product is BrC1=C(C=C(C=C1)F)OC(C)C (1-bromo-4-fluoro-2-isopropoxy-benzene), 4c. The yield is 95.0%. Reaction SMILES: [Br:1][C:2]1[CH:7]=[CH:6][C:5]([F:8])=[CH:4][C:3]=1[OH:9].I[CH:11]([CH3:13])[CH3:12].C([O-])([O-])=O.[K+].[K+]>CN(C=O)C>[Br:1][C:2]1[CH:7]=[CH:6][C:5]([F:8])=[CH:4][C:3]=1[O:9][CH:11]([CH3:13])[CH3:12] |f:2.3.4|. Procedure details: 2-Bromo-5-fluoro-phenol Compound 4a (3.0 g, 15.7 mmol), 2-iodo-propane Compound 4b (4.0 g, 23.6 mmol), K2CO3 (3.3 g, 23.6 mmol) and DMF (50 mL) were heated and stirred at 80° C. for 8 hrs. The excess DMF was removed under reduced pressure and the white residue was mixed with AcOEt (100 mL), washed with water and dried (Na2SO4). The filtered dry solution was evaporated to provide 1-bromo-4-fluoro-2-isopropoxy-benzene Compound 4c (3.48 g, 95%) as a yellowish oil. Reactants: [H-].[Na+] (NaH), ClC=1C=C2C(C(NC2=CC1)=O)=O (5-chloroisatin), C1CCOC1 (THF), [NH4+].[Cl-] (NH4Cl). Run at time 1 hour. The product is ClC=1C=C2C(C(NC2=CC1)=O)(C1=C(C(=CC=C1)C)OC)O (5-chloro-3-hydroxy-3-(2-methoxy-3-methylphenyl)-1,3-dihydro-2H-indol-2-one). As a reaction SMILES: [H-].[Na+].[Cl:3][C:4]1[CH:5]=[C:6]2[C:10](=[CH:11][CH:12]=1)[NH:9][C:8](=[O:13])[C:7]2=[O:14].[NH4+].[Cl-].[CH2:17]1[CH2:21][O:20][CH2:19][CH2:18]1>>[Cl:3][C:4]1[CH:5]=[C:6]2[C:10](=[CH:11][CH:12]=1)[NH:9][C:8](=[O:13])[C:7]2([OH:14])[C:11]1[CH:12]=[CH:4][CH:5]=[C:17]([CH3:18])[C:21]=1[O:20][CH3:19] |f:0.1,3.4|. Reported procedure: Under nitrogen atmosphere, to a solution of 6.00 g of NaH in THF (130 ml) was added 12.4 g of 5-chloroisatin and the reaction mixture was stirred for one hour. The solution prepared beforehand was added dropwise over 10 minutes at the same temperature. A saturated aqueous solution of NH4Cl was added, the solution was extracted with EtOAc; the organic layer was washed with saturated brine and dried over Na2SO4, then, the drying agent was separated by filtration and the solvent was evaporated unde... Reactants: c1c[nH]c(C2CC2)n1, CCC1C(=O)N(C)c2cnc(Cl)nc2N1C1CCCC1, [Pd]. As a reaction SMILES: [CH:21]1([c:24]2[nH:25][cH:26][cH:27][n:28]2)[CH2:22][CH2:23]1.[Cl:1][c:2]1[n:3][c:4]2[c:9]([cH:10][n:11]1)[N:8]([CH3:12])[C:7](=[O:13])[CH:6]([CH2:14][CH3:15])[N:5]2[CH:16]1[CH2:17][CH2:18][CH2:19][CH2:20]1.[Pd:29]>>[c:2]1(-[n:25]2[c:24]([CH:21]3[CH2:22][CH2:23]3)[n:28][cH:27][cH:26]2)[n:3][c:4]2[c:9]([cH:10][n:11]1)[N:8]([CH3:12])[C:7](=[O:13])[CH:6]([CH2:14][CH3:15])[N:5]2[CH:16]1[CH2:17][CH2:18][CH2:19][CH2:20]1. Product: CCC1C(=O)N(C)c2cnc(-n3ccnc3C3CC3)nc2N1C1CCCC1.